Dataset: the Open Reaction Database (ORD), a public repository of structured organic reaction records. Task: describe an organic reaction: reactants, conditions, products, and yield Reactants: C1CCC12OCC(CO2)COC2=C(C(=[N+](C=C2C)[O-])C)C (4-(5,9-dioxaspiro[3.5]non-7-ylmethoxy)-2,3,5-trimethylpyridine 1-oxide), [OH-].[Na+] (sodium hydroxide), C(C)(=O)OC(C)=O (acetic anhydride). Run in CO (methanol). Run at temperature 85 celsius, time 1.5 hour. Product: C1CCC12OCC(CO2)COC2=C(C(=NC=C2C)CO)C ((4-(5,9-dioxaspiro[3.5]non-7-ylmethoxy)-3,5-dimethylpyridin-2-yl)methanol). The yield is 85.7%. Reaction SMILES: [CH2:1]1[C:4]2([O:9][CH2:8][CH:7]([CH2:10][O:11][C:12]3[C:17]([CH3:18])=[CH:16][N+:15]([O-])=[C:14]([CH3:20])[C:13]=3[CH3:21])[CH2:6][O:5]2)[CH2:3][CH2:2]1.C(OC(=O)C)(=[O:24])C.[OH-].[Na+]>CO>[CH2:1]1[C:4]2([O:9][CH2:8][CH:7]([CH2:10][O:11][C:12]3[C:17]([CH3:18])=[CH:16][N:15]=[C:14]([CH2:20][OH:24])[C:13]=3[CH3:21])[CH2:6][O:5]2)[CH2:3][CH2:2]1 |f:2.3|. Procedure details: The 4-(5,9-dioxaspiro[3.5]non-7-ylmethoxy)-2,3,5-trimethylpyridine 1-oxide (1.97 g, 6.72 mmol) obtained in the step (13b) was mixed with acetic anhydride (20 ml, 212 mmol). The mixture was stirred at 85° C. for 1.5 hours. After cooled to room temperature, the reaction mixture was concentrated. To the residue, methanol (20 ml) and a 5N aqueous sodium hydroxide solution (20 ml, 100 mmol) were added and the mixture was stirred at room temperature for 45 minutes. The reaction mixture was concentrate... The reactants are [O-]CC.[Na+] (sodium ethoxide), CC(CC1(OC1)C(F)(F)F)(C)C1=CC(=CC=2CCOC21)S(=O)(=O)C (7-[1,1-dimethyl-2-(2-trifluoromethyloxiranyl)ethyl]-5-methanesulfonyl-2,3-dihydrobenzofuran), CC=1C=NC=C(C1O)C (3,5-dimethylpyridin-4-ol). The solvent is C(C)O (ethanol), C(C)(=O)OCC (ethyl acetate). Run at temperature 85 celsius. Product: OC(CN1C=C(C(C(=C1)C)=O)C)(CC(C)(C)C1=CC(=CC=2CCOC21)S(=O)(=O)C)C(F)(F)F (1-[2-hydroxy-4-(5-methanesulfonyl-2,3-dihydrobenzofuran-7-yl)-4-methyl-2-trifluoromethylpentyl]-3,5-dimethyl-1H-pyridin-4-one). Reaction SMILES: [CH3:1][C:2]([C:12]1[C:20]2[O:19][CH2:18][CH2:17][C:16]=2[CH:15]=[C:14]([S:21]([CH3:24])(=[O:23])=[O:22])[CH:13]=1)([CH3:11])[CH2:3][C:4]1([C:7]([F:10])([F:9])[F:8])[CH2:6][O:5]1.[CH3:25][C:26]1[CH:27]=[N:28][CH:29]=[C:30]([CH3:33])[C:31]=1[OH:32].[O-]CC.[Na+]>C(O)C.C(OCC)(=O)C>[OH:5][C:4]([C:7]([F:10])([F:8])[F:9])([CH2:3][C:2]([C:12]1[C:20]2[O:19][CH2:18][CH2:17][C:16]=2[CH:15]=[C:14]([S:21]([CH3:24])(=[O:23])=[O:22])[CH:13]=1)([CH3:1])[CH3:11])[CH2:6][N:28]1[CH:29]=[C:30]([CH3:33])[C:31](=[O:32])[C:26]([CH3:25])=[CH:27]1 |f:2.3|. Reported procedure: To a suspension of 7-[1,1-dimethyl-2-(2-trifluoromethyloxiranyl)ethyl]-5-methanesulfonyl-2,3-dihydrobenzofuran (51.0 mg) and 3,5-dimethylpyridin-4-ol (B. Boduszek et al., Synthesis, 1979, pp. 452-453) (34 mg) in anhydrous ethanol (0.40 mL) was added sodium ethoxide (21 wt. % solution in ethanol, 52.0 μL). After heating at 85° C. for 16 hours, the reaction mixture was diluted with ethyl acetate, dried over sodium sulfate, filtered, and concentrated in vacuo. The reactants are CC(=O)O, [N-]=[N+]=Nc1ccc2nc(O)c(O)nc2c1, O=[N+]([O-])O. Yields the product [N-]=[N+]=Nc1cc2nc(O)c(O)nc2cc1[N+](=O)[O-]. As a reaction SMILES: [CH3:20][C:21](=[O:22])[OH:23].[N:1](=[N+:2]=[N-:3])[c:4]1[cH:5][c:6]2[n:7][c:8]([OH:15])[c:9]([OH:14])[n:10][c:11]2[cH:12][cH:13]1.[OH:16][N+:17]([O-:18])=[O:19]>>[N:1](=[N+:2]=[N-:3])[c:4]1[cH:5][c:6]2[n:7][c:8]([OH:15])[c:9]([OH:14])[n:10][c:11]2[cH:12][c:13]1[N+:17](=[O:16])[O-:18]. The reactants are [Li+], CCOC(=O)Cn1c(=O)oc2ccc(OC(F)(F)F)cc21, C1CCOC1, [OH-], O. Yields the product O=C(O)Cn1c(=O)oc2ccc(OC(F)(F)F)cc21. Reaction SMILES: [Li+:23].[O:1]=[c:2]1[o:3][c:4]2[c:5]([n:6]1[CH2:7][C:8](=[O:9])[O:10][CH2:11][CH3:12])[cH:13][c:14]([O:17][C:18]([F:19])([F:20])[F:21])[cH:15][cH:16]2.[O:24]1[CH2:25][CH2:26][CH2:27][CH2:28]1.[OH-:22].[OH2:29]>>[O:1]=[c:2]1[o:3][c:4]2[c:5]([n:6]1[CH2:7][C:8](=[O:9])[OH:10])[cH:13][c:14]([O:17][C:18]([F:19])([F:20])[F:21])[cH:15][cH:16]2. Starting materials: C(=O)(OC(C)(C)C)NC1=CC=2CC3=CC(=CC=C3C2C=C1)NC(=O)OC(C)(C)C (2,7-di(Boc-amino)fluorene), C1CCOC1 (THF). The solvent is C(=O)OCC (ethyl formate). Conditions: time 2 hour. Product: C(=O)C1C2=CC(=CC=C2C=2C=CC(=CC12)NC(=O)OC(C)(C)C)NC(=O)OC(C)(C)C (9-formyl-2,7-di(Boc-amino)fluorene). Reaction SMILES: [C:1]([NH:8][C:9]1[CH:21]=[CH:20][C:19]2[C:18]3[C:13](=[CH:14][C:15]([NH:22][C:23]([O:25][C:26]([CH3:29])([CH3:28])[CH3:27])=[O:24])=[CH:16][CH:17]=3)[CH2:12][C:11]=2[CH:10]=1)([O:3][C:4]([CH3:7])([CH3:6])[CH3:5])=[O:2].C1C[O:33][CH2:32]C1>C(OCC)=O>[CH:32]([CH:12]1[C:11]2[CH:10]=[C:9]([NH:8][C:1]([O:3][C:4]([CH3:7])([CH3:6])[CH3:5])=[O:2])[CH:21]=[CH:20][C:19]=2[C:18]2[C:13]1=[CH:14][C:15]([NH:22][C:23]([O:25][C:26]([CH3:29])([CH3:28])[CH3:27])=[O:24])=[CH:16][CH:17]=2)=[O:33]. Procedure details: Purified 2,7-di(Boc-amino)fluorene (5 g, 12.5 mmol) (prepared from step A, above), was dissolved in ethyl formate (50 mL) and anhydrous THF (60 mL) with gentle heating. (Note: ethyl formate was stored over K2CO3 to remove formic acid.) The solution was cooled in an ice bath and sodium hydride 60% in mineral oil was added portion-wise (5.5 eq, 69 mmol, 2.75 g). The reaction was slowly warmed to room temperature and then heated to 50° C. after fitting with a reflux condenser. After two hours, the ... Starting materials: FC1=CC=C(C=C1)C(CCN1CCC(CC1)C=1C=C(C=CC1)NC(C(C)C)=O)O (N-(3-{1-[3-(4-fluorophenyl)-3-hydroxypropyl]-4-piperidinyl}phenyl)-2-methylpropanamide), FC(C1=CC=C(C=C1)O)(F)F (4-(trifluoromethyl)phenol). Yields the product FC1=CC=C(C=C1)C(CCN1CCC(CC1)C=1C=C(C=CC1)NC(C(C)C)=O)OC1=CC=C(C=C1)C(F)(F)F (N-[3-(1-{3-(4-FLUOROPHENYL)-3-[4-(TRIFLUOROMETHYL)PHENOXY]PROPYL}-4-PIPERIDINYL)PHENYL]-2-METHYLPROPANAMIDE). Reaction SMILES: [F:1][C:2]1[CH:7]=[CH:6][C:5]([CH:8]([OH:29])[CH2:9][CH2:10][N:11]2[CH2:16][CH2:15][CH:14]([C:17]3[CH:18]=[C:19]([NH:23][C:24](=[O:28])[CH:25]([CH3:27])[CH3:26])[CH:20]=[CH:21][CH:22]=3)[CH2:13][CH2:12]2)=[CH:4][CH:3]=1.[F:30][C:31]([F:40])([F:39])[C:32]1[CH:37]=[CH:36][C:35](O)=[CH:34][CH:33]=1>>[F:1][C:2]1[CH:3]=[CH:4][C:5]([CH:8]([O:29][C:35]2[CH:36]=[CH:37][C:32]([C:31]([F:40])([F:39])[F:30])=[CH:33][CH:34]=2)[CH2:9][CH2:10][N:11]2[CH2:16][CH2:15][CH:14]([C:17]3[CH:18]=[C:19]([NH:23][C:24](=[O:28])[CH:25]([CH3:26])[CH3:27])[CH:20]=[CH:21][CH:22]=3)[CH2:13][CH2:12]2)=[CH:6][CH:7]=1. Reported procedure: Prepared by Procedure A and Scheme AN using N-(3-{1-[3-(4-fluorophenyl)-3-hydroxypropyl]-4-piperidinyl}phenyl)-2-methylpropanamide and 4-(trifluoromethyl)phenol: ESMS m/e: 543.1 (M+H)+. The reactants are COC(C(C(=O)OC)C=1C=CC=C2C(C(NC12)=O)=O)=O (2,3-dihydro-2,3-dioxo-1H-indole-7-propandioic acid dimethyl ester), [H][H] (hydrogen). Run in C(C)(=O)O (acetic acid), [Pd] (Pd/C). Product: COC(C(C(=O)OC)C=1C=CC=C2CC(NC12)=O)=O (2,3-dihydro-2-oxo-1H-indole-7-propandioic acid dimethyl ester). As a reaction SMILES: [CH3:1][O:2][C:3](=[O:20])[CH:4]([C:9]1[CH:10]=[CH:11][CH:12]=[C:13]2[C:17]=1[NH:16][C:15](=[O:18])[C:14]2=O)[C:5]([O:7][CH3:8])=[O:6].[H][H]>C(O)(=O)C.[Pd]>[CH3:1][O:2][C:3](=[O:20])[CH:4]([C:9]1[CH:10]=[CH:11][CH:12]=[C:13]2[C:17]=1[NH:16][C:15](=[O:18])[CH2:14]2)[C:5]([O:7][CH3:8])=[O:6]. Procedure details: A solution of 2,3-dihydro-2,3-dioxo-1H-indole-7-propandioic acid dimethyl ester (1.4 g, 0.0048 mole) is dissolved in acetic acid (100 ml) and in the presence of 20% Pd/C is treated with hydrogen gas at 50 psi. The solution is filtered and concentrated to yield 2,3-dihydro-2-oxo-1H-indole-7-propandioic acid dimethyl ester. This is purified by flash chromatography on silica (elution with 7:3 hexane: ethyl acetate) to give after concentration pure 2,3-dihydro-2-oxo-1H-indole-7-propandioic acid dime...